This data is from the Open Reaction Database (ORD), a public repository of structured organic reaction records. The task is: describe an organic reaction: reactants, conditions, products, and yield Starting materials: CC(C)CCCCCCCCCCC[NH2+]Cc1ccccc1, [Cl-], Clc1ccccc1C(c1ccccc1Cl)C(Cl)(Cl)Cl, Clc1ccccc1, [Na+], [OH-]. Yields the product ClC(Cl)=C(c1ccccc1Cl)c1ccccc1Cl. Reaction SMILES: [CH3:4][CH:5]([CH3:6])[CH2:7][CH2:8][CH2:9][CH2:10][CH2:11][CH2:12][CH2:13][CH2:14][CH2:15][CH2:16][CH2:17][NH2+:18][CH2:19][c:20]1[cH:21][cH:22][cH:23][cH:24][cH:25]1.[Cl-:3].[Cl:26][c:27]1[c:28]([CH:33]([C:34]([Cl:35])([Cl:36])[Cl:37])[c:38]2[c:39]([Cl:44])[cH:40][cH:41][cH:42][cH:43]2)[cH:29][cH:30][cH:31][cH:32]1.[Cl:45][c:46]1[cH:47][cH:48][cH:49][cH:50][cH:51]1.[Na+:2].[OH-:1]>>[Cl:26][c:27]1[c:28]([C:33](=[C:34]([Cl:35])[Cl:36])[c:38]2[c:39]([Cl:44])[cH:40][cH:41][cH:42][cH:43]2)[cH:29][cH:30][cH:31][cH:32]1. Starting materials: COc1cc(CNC(=O)C2CCC(NS(C)(=O)=O)C2)c(-c2cccnc2OCc2ccccc2)cc1C(C)(C)C, CO. The product is COc1cc(CNC(=O)C2CCC(NS(C)(=O)=O)C2)c(-c2ccc[nH]c2=O)cc1C(C)(C)C. RXN SMILES: [CH2:1]([c:2]1[cH:3][cH:4][cH:5][cH:6][cH:7]1)[O:8][c:9]1[n:10][cH:11][cH:12][cH:13][c:14]1-[c:15]1[c:16]([CH2:17][NH:18][C:19](=[O:20])[CH:21]2[CH2:22][CH:23]([NH:26][S:27](=[O:28])(=[O:29])[CH3:30])[CH2:24][CH2:25]2)[cH:31][c:32]([O:39][CH3:40])[c:33]([C:35]([CH3:36])([CH3:37])[CH3:38])[cH:34]1.[CH3:41][OH:42]>>[O:8]=[c:9]1[nH:10][cH:11][cH:12][cH:13][c:14]1-[c:15]1[c:16]([CH2:17][NH:18][C:19](=[O:20])[CH:21]2[CH2:22][CH:23]([NH:26][S:27](=[O:28])(=[O:29])[CH3:30])[CH2:24][CH2:25]2)[cH:31][c:32]([O:39][CH3:40])[c:33]([C:35]([CH3:36])([CH3:37])[CH3:38])[cH:34]1.